This data is from the Open Reaction Database (ORD), a public repository of structured organic reaction records. The task is: describe an organic reaction: reactants, conditions, products, and yield The reactants are Cl (hydrochloric acid), C([O-])([O-])=O.[K+].[K+] (potassium carbonate), O (water), C(\C=C\CCCCCC)C1=NC2=CC=C(C=C2C(=C1C)OC(C)=O)F (2-(trans-2-nonenyl)-3-methyl-4-acetoxy-6-fluoroquinoline). The solvent is CO (methanol). Conditions: time 10 minute. The product is C(\C=C\CCCCCC)C1=NC2=CC=C(C=C2C(C1C)=O)F (2-(trans-2-nonenyl)-3-methyl-6-fluoro-4-quinolone). Yield: 89.8%. Reaction SMILES: C(=O)([O-])[O-].[K+].[K+].O.[CH2:8]([C:17]1[C:26]([CH3:27])=[C:25]([O:28]C(=O)C)[C:24]2[C:19](=[CH:20][CH:21]=[C:22]([F:32])[CH:23]=2)[N:18]=1)/[CH:9]=[CH:10]/[CH2:11][CH2:12][CH2:13][CH2:14][CH2:15][CH3:16].Cl>CO>[CH2:8]([C:17]1[CH:26]([CH3:27])[C:25](=[O:28])[C:24]2[C:19](=[CH:20][CH:21]=[C:22]([F:32])[CH:23]=2)[N:18]=1)/[CH:9]=[CH:10]/[CH2:11][CH2:12][CH2:13][CH2:14][CH2:15][CH3:16] |f:0.1.2|. Procedure details: A solution of 24 mg (0.17 mmols) of potassium carbonate and 1 ml of water was added to a solution of 60 mg (0.17 mmols) of 2-(trans-2-nonenyl)-3-methyl-4-acetoxy-6-fluoroquinoline in 8 ml of methanol and stirred at room temperature for 10 minutes. This solution was neutralized with 1N hydrochloric acid, after which the solvent was distilled off under reduced pressure, followed by addition of 10 ml of chloroform, washing with water and drying with anhydrous sodium sulfate. The solvent was distill...